From a dataset of the Open Reaction Database (ORD), a public repository of structured organic reaction records. describe an organic reaction: reactants, conditions, products, and yield The reactants are C(=O)[O-].[NH4+] (Ammonium formate), OC(CNS(=O)(=O)C1=CC=C(C=C1)[N+](=O)[O-])CN1CCCCC1 (4-[N-(2-Hydroxy-3-piperidinopropyl)sulphamoyl]nitrobenzene). The reagents and catalysts are [Pd] (palladium on carbon). Run in C(C)O (ethanol), C(C)O (ethanol). The product is OC(CNS(=O)(=O)C1=CC=C(N)C=C1)CN1CCCCC1 (4-[N-(2-Hydroxy-3-piperidinopropyl)sulphamoyl]aniline). The yield is 84.8%. As a reaction SMILES: C([O-])=O.[NH4+].[OH:5][CH:6]([CH2:21][N:22]1[CH2:27][CH2:26][CH2:25][CH2:24][CH2:23]1)[CH2:7][NH:8][S:9]([C:12]1[CH:17]=[CH:16][C:15]([N+:18]([O-])=O)=[CH:14][CH:13]=1)(=[O:11])=[O:10]>[Pd].C(O)C>[OH:5][CH:6]([CH2:21][N:22]1[CH2:27][CH2:26][CH2:25][CH2:24][CH2:23]1)[CH2:7][NH:8][S:9]([C:12]1[CH:13]=[CH:14][C:15]([NH2:18])=[CH:16][CH:17]=1)(=[O:10])=[O:11] |f:0.1|. Procedure: Ammonium formate (1.1 g, 17.46 mmol) followed by a slurry of 10% palladium on carbon catalyst (0.7 g) in ethanol was added in portions to a suspension of 4-[N-(2-Hydroxy-3-piperidinopropyl)sulphamoyl]nitrobenzene (Method 117; 1.2 g, 3.5 mmol) in ethanol (100 ml). The mixture was heated at reflux under nitrogen for 2 hours. The mixture was cooled and the catalyst was removed by filtration through diatomaceous earth. The filter pad was washed with ethanol and the combined filtrates were evaporated... Starting materials: CS(C)=O, CSC, CC(C)(C)C(=O)C=Cc1ccc(C2OCCO2)cc1, CI, C1CCOC1, O. The product is CC(C)(C)C1(C=Cc2ccc(C3OCCO3)cc2)CO1. Reaction SMILES: [CH3:26][S:27]([CH3:28])=[O:29].[CH3:3][S:4][CH3:5].[CH3:6][C:7]([C:8]([CH:9]=[CH:10][c:11]1[cH:12][cH:13][c:14]([CH:17]2[O:18][CH2:19][CH2:20][O:21]2)[cH:15][cH:16]1)=[O:22])([CH3:23])[CH3:24].[I:1][CH3:2].[O:30]1[CH2:31][CH2:32][CH2:33][CH2:34]1.[OH2:25]>>[CH2:2]1[C:8]([C:7]([CH3:6])([CH3:23])[CH3:24])([CH:9]=[CH:10][c:11]2[cH:12][cH:13][c:14]([CH:17]3[O:18][CH2:19][CH2:20][O:21]3)[cH:15][cH:16]2)[O:22]1. Starting materials: C(CC)OC(CC(=O)CCl)=O (n-propyl-4-chloroacetoacetate). The solvent is C(Cl)(Cl)Cl (CHCl3). The product is C(CC)OC(C[C@H](CCl)O)=O (n-propyl-4-chloro-3(R)-hydroxybutyrate). RXN SMILES: [CH2:1]([O:4][C:5](=[O:11])[CH2:6][C:7]([CH2:9][Cl:10])=[O:8])[CH2:2][CH3:3]>C(Cl)(Cl)Cl>[CH2:1]([O:4][C:5](=[O:11])[CH2:6][C@@H:7]([OH:8])[CH2:9][Cl:10])[CH2:2][CH3:3]. Reported procedure: The procedure of example 375 was repeated using n-propyl-4-chloroacetoacetate as the substrate to afford n-propyl-4-chloro-3(R)-hydroxybutyrate, [α]D23 +21.5° (c, 5.0, CHCl3). Reactants: CCOC(=O)c1cc([N+](=O)[O-])ccc1Br, COc1ccc(OC)c(B(O)O)c1, COC(=O)c1cc([N+](=O)[O-])ccc1-c1cc(F)ccc1OC, c1ccc(P(c2ccccc2)(c2ccccc2)[Pd](P(c2ccccc2)(c2ccccc2)c2ccccc2)(P(c2ccccc2)(c2ccccc2)c2ccccc2)P(c2ccccc2)(c2ccccc2)c2ccccc2)cc1. Yields the product COC(=O)c1cc([N+](=O)[O-])ccc1-c1cc(OC)ccc1OC. Reaction SMILES: [Br:23][c:24]1[cH:25][cH:28][c:29]([N+:30]([O-:31])=[O:32])[cH:33][c:34]1[C:26](=[O:27])[O:35][CH2:36][CH3:37].[CH3:38][O:39][c:40]1[cH:41][cH:42][c:43]([O:44][CH3:45])[cH:46][c:47]1[B:48]([OH:49])[OH:50].[F:1][c:2]1[cH:3][cH:4][c:5]([O:21][CH3:22])[c:6](-[c:8]2[c:9]([C:17](=[O:18])[O:19][CH3:20])[cH:10][c:11]([N+:14](=[O:15])[O-:16])[cH:12][cH:13]2)[cH:7]1.[cH:51]1[cH:52][cH:53][c:54]([P:55]([Pd:56]([P:57]([c:58]2[cH:59][cH:60][cH:61][cH:62][cH:63]2)([c:64]2[cH:65][cH:66][cH:67][cH:68][cH:69]2)[c:70]2[cH:71][cH:72][cH:73][cH:74][cH:75]2)([P:76]([c:77]2[cH:78][cH:79][cH:80][cH:81][cH:82]2)([c:83]2[cH:84][cH:85][cH:86][cH:87][cH:88]2)[c:89]2[cH:90][cH:91][cH:92][cH:93][cH:94]2)[P:95]([c:96]2[cH:97][cH:98][cH:99][cH:100][cH:101]2)([c:102]2[cH:103][cH:104][cH:105][cH:106][cH:107]2)[c:108]2[cH:109][cH:110][cH:111][cH:112][cH:113]2)([c:114]2[cH:115][cH:116][cH:117][cH:118][cH:119]2)[c:120]2[cH:121][cH:122][cH:123][cH:124][cH:125]2)[cH:126][cH:127]1>>[c:2]1([O:27][CH3:26])[cH:3][cH:4][c:5]([O:21][CH3:22])[c:6](-[c:8]2[c:9]([C:17](=[O:18])[O:19][CH3:20])[cH:10][c:11]([N+:14](=[O:15])[O-:16])[cH:12][cH:13]2)[cH:7]1. Starting materials: C1(=CC=CC=C1)C(N1N=NN=C1C1=C(C=CC=C1)C1=CC=C(C=C1)COC=1C=C(C(=O)N2CCOCC2)C=CC1N)(C1=CC=CC=C1)C1=CC=CC=C1 (3-[[2'-(1-triphenylmethyltetrazol-5-yl)biphenyl-4-yl]methyloxy]-4-aminobenzoic acid morpholide), O (water), C(CCCC)(=O)Cl (Valeryl chloride). Reagents/catalysts: CN(C1=CC=NC=C1)C (4-dimethylaminopyridine). Run in N1=CC=CC=C1 (pyridine). Conditions: time 2 hour. Yields the product C1(=CC=CC=C1)C(N1N=NN=C1C1=C(C=CC=C1)C1=CC=C(C=C1)COC=1C=C(C(=O)N2CCOCC2)C=CC1NC(CCCC)=O)(C1=CC=CC=C1)C1=CC=CC=C1 (3-[[2'-(1-triphenylmethyltetrazol-5-yl)biphenyl-4-yl]methyloxy]-4-valeramidobenzoic acid morpholide). As a reaction SMILES: [C:1]1([C:7]([C:48]2[CH:53]=[CH:52][CH:51]=[CH:50][CH:49]=2)([C:42]2[CH:47]=[CH:46][CH:45]=[CH:44][CH:43]=2)[N:8]2[C:12]([C:13]3[CH:18]=[CH:17][CH:16]=[CH:15][C:14]=3[C:19]3[CH:24]=[CH:23][C:22]([CH2:25][O:26][C:27]4[CH:28]=[C:29]([CH:38]=[CH:39][C:40]=4[NH2:41])[C:30]([N:32]4[CH2:37][CH2:36][O:35][CH2:34][CH2:33]4)=[O:31])=[CH:21][CH:20]=3)=[N:11][N:10]=[N:9]2)[CH:6]=[CH:5][CH:4]=[CH:3][CH:2]=1.[C:54](Cl)(=[O:59])[CH2:55][CH2:56][CH2:57][CH3:58].O>CN(C)C1C=CN=CC=1.N1C=CC=CC=1>[C:48]1([C:7]([C:1]2[CH:2]=[CH:3][CH:4]=[CH:5][CH:6]=2)([C:42]2[CH:43]=[CH:44][CH:45]=[CH:46][CH:47]=2)[N:8]2[C:12]([C:13]3[CH:18]=[CH:17][CH:16]=[CH:15][C:14]=3[C:19]3[CH:20]=[CH:21][C:22]([CH2:25][O:26][C:27]4[CH:28]=[C:29]([CH:38]=[CH:39][C:40]=4[NH:41][C:54](=[O:59])[CH2:55][CH2:56][CH2:57][CH3:58])[C:30]([N:32]4[CH2:37][CH2:36][O:35][CH2:34][CH2:33]4)=[O:31])=[CH:23][CH:24]=3)=[N:11][N:10]=[N:9]2)[CH:49]=[CH:50][CH:51]=[CH:52][CH:53]=1. Procedure: The compound ([3]-(34)-587) (0.07 g) prepared in Example 38 and 4-dimethylaminopyridine (0.01 g) were dissolved in dry pyridine (1 ml). Valeryl chloride (0.043 g) was added dropwise by a syringe while cooling on ice. The mixture was stirred at room temperature for 2 hours, then, poured into water (20 ml), extracted with chloroform (10 ml) twice, and dried over anhydrous magnesium sulfate. The solvent was evaporated under reduced pressure to obtain the compound ([3]-(35)-587') (0.08 g) as a light... Starting materials: O=C(O)O, CC(=O)COc1ccc(C2=NNC(=O)CC2)cc1, O, NCC(O)c1cccc(Cl)c1, c1ccccc1. Yields the product CC(COc1ccc(C2=NNC(=O)CC2)cc1)NCC(O)c1cccc(Cl)c1. Reaction SMILES: [C:19](=[O:20])([OH:21])[OH:22].[CH2:1]([C:2](=[O:3])[CH3:4])[O:5][c:6]1[cH:7][cH:8][c:9]([C:12]2=[N:17][NH:16][C:15](=[O:18])[CH2:14][CH2:13]2)[cH:10][cH:11]1.[OH2:34].[OH:23][CH:24]([CH2:25][NH2:26])[c:27]1[cH:28][c:29]([Cl:33])[cH:30][cH:31][cH:32]1.[cH:35]1[cH:36][cH:37][cH:38][cH:39][cH:40]1>>[CH2:1]([CH:2]([CH3:4])[NH:26][CH2:25][CH:24]([OH:23])[c:27]1[cH:28][c:29]([Cl:33])[cH:30][cH:31][cH:32]1)[O:5][c:6]1[cH:7][cH:8][c:9]([C:12]2=[N:17][NH:16][C:15](=[O:18])[CH2:14][CH2:13]2)[cH:10][cH:11]1.